Dataset: the Open Reaction Database (ORD), a public repository of structured organic reaction records. Task: describe an organic reaction: reactants, conditions, products, and yield The reactants are N#Cc1ccc(N)cc1C(F)(F)F, CC(C)(CC(O)(C=O)C(F)(F)F)c1ccccc1. The product is CC(C)(CC(O)(C=Nc1ccc(C#N)c(C(F)(F)F)c1)C(F)(F)F)c1ccccc1. As a reaction SMILES: [C:19](#[N:20])[c:21]1[c:22]([C:28]([F:29])([F:30])[F:31])[cH:23][c:24]([NH2:25])[cH:26][cH:27]1.[OH:1][C:2]([CH:3]=[O:4])([CH2:5][C:6]([CH3:7])([c:8]1[cH:9][cH:10][cH:11][cH:12][cH:13]1)[CH3:14])[C:15]([F:16])([F:17])[F:18]>>[OH:1][C:2]([CH:3]=[N:25][c:24]1[cH:23][c:22]([C:28]([F:29])([F:30])[F:31])[c:21]([C:19]#[N:20])[cH:27][cH:26]1)([CH2:5][C:6]([CH3:7])([c:8]1[cH:9][cH:10][cH:11][cH:12][cH:13]1)[CH3:14])[C:15]([F:16])([F:17])[F:18]. The reactants are O=C([O-])O, C=CCc1ccc(N2C(=O)C3=C(CCCC3)C2=O)cc1O, [Na+], Cc1ccc(S(=O)(=O)O)cc1, Cc1ccccc1C. Product: CC1Cc2ccc(N3C(=O)C4=C(CCCC4)C3=O)cc2O1. Reaction SMILES: [C:33](=[O:34])([OH:35])[O-:36].[CH2:1]([CH:2]=[CH2:3])[c:4]1[c:5]([OH:21])[cH:6][c:7]([N:10]2[C:11](=[O:20])[C:12]3=[C:13]([C:14]2=[O:15])[CH2:16][CH2:17][CH2:18][CH2:19]3)[cH:8][cH:9]1.[Na+:37].[c:22]1([CH3:23])[cH:24][cH:25][c:26]([S:27]([OH:28])(=[O:29])=[O:30])[cH:31][cH:32]1.[c:38]1([CH3:39])[c:40]([CH3:41])[cH:42][cH:43][cH:44][cH:45]1>>[CH2:1]1[CH:2]([CH3:3])[O:21][c:5]2[c:4]1[cH:9][cH:8][c:7]([N:10]1[C:11](=[O:20])[C:12]3=[C:13]([C:14]1=[O:15])[CH2:16][CH2:17][CH2:18][CH2:19]3)[cH:6]2. The reactants are CO, Fc1ccccc1CBr, Nc1ncccc1-c1cc(Cc2ccc(O)cc2)no1, [Na+], [OH-]. The product is Nc1ncccc1-c1cc(Cc2ccc(OCc3ccccc3F)cc2)no1. Reaction SMILES: [CH3:32][OH:33].[F:23][c:24]1[c:25]([CH2:26][Br:27])[cH:28][cH:29][cH:30][cH:31]1.[NH2:1][c:2]1[n:3][cH:4][cH:5][cH:6][c:7]1-[c:8]1[cH:9][c:10]([CH2:13][c:14]2[cH:15][cH:16][c:17]([OH:20])[cH:18][cH:19]2)[n:11][o:12]1.[Na+:22].[OH-:21]>>[NH2:1][c:2]1[n:3][cH:4][cH:5][cH:6][c:7]1-[c:8]1[cH:9][c:10]([CH2:13][c:14]2[cH:15][cH:16][c:17]([O:20][CH2:26][c:25]3[c:24]([F:23])[cH:31][cH:30][cH:29][cH:28]3)[cH:18][cH:19]2)[n:11][o:12]1. Yield: 80.2%. Reported procedure: 3-(2-Fluoro-4-methoxy-phenyl)-propionic acid ethyl ester (2.5 g, 11.05 mmol) obtained in Step B was dissolved in anhydrous DCM (10 mL). 1M BBr3 solution (33 mL, 33.15 mmol) was added thereto at −78° C., and the mixture was stirred at room temperature for 3 hours. After the termination of the reaction, MeOH was added to the reactant. The mixture was concentrated under reduced pressure and purified by column chromatography (eluent, EtOAc/Hex=1/2) to obtain the title compound (1.88 g, 80%). Starting materials: B(Br)(Br)Br (BBr3), C(C)OC(CCC1=C(C=C(C=C1)OC)F)=O (3-(2-fluoro-4-methoxy-phenyl)-propionic acid ethyl ester), CO (MeOH). Product: C(C)OC(CCC1=C(C=C(C=C1)O)F)=O (3-(2-fluoro-4-hydroxy-phenyl)-propionic acid ethyl ester). Run at temperature -78 celsius, time 3 hour. As a reaction SMILES: [CH2:1]([O:3][C:4](=[O:16])[CH2:5][CH2:6][C:7]1[CH:12]=[CH:11][C:10]([O:13]C)=[CH:9][C:8]=1[F:15])[CH3:2].B(Br)(Br)Br.CO>C(Cl)Cl>[CH2:1]([O:3][C:4](=[O:16])[CH2:5][CH2:6][C:7]1[CH:12]=[CH:11][C:10]([OH:13])=[CH:9][C:8]=1[F:15])[CH3:2]. Solvent: C(Cl)Cl (DCM). Reactants: CCCCOc1nc(N)c2nc(OC)n(CC3CCCOC3)c2n1, C1COCCO1, CO, Cl, [Na+], [OH-], O. The product is CCCCOc1nc(N)c2[nH]c(=O)n(CC3CCCOC3)c2n1. As a reaction SMILES: [CH2:1]([CH2:2][CH2:3][CH3:4])[O:5][c:6]1[n:7][c:8]([NH2:24])[c:9]2[n:10][c:11]([O:22][CH3:23])[n:12]([CH2:15][CH:16]3[CH2:17][O:18][CH2:19][CH2:20][CH2:21]3)[c:13]2[n:14]1.[CH2:31]1[O:32][CH2:33][CH2:34][O:35][CH2:36]1.[CH3:29][OH:30].[ClH:25].[Na+:28].[OH-:27].[OH2:26]>>[CH2:1]([CH2:2][CH2:3][CH3:4])[O:5][c:6]1[n:7][c:8]([NH2:24])[c:9]2[nH:10][c:11](=[O:22])[n:12]([CH2:15][CH:16]3[CH2:17][O:18][CH2:19][CH2:20][CH2:21]3)[c:13]2[n:14]1. Starting materials: ice, C(C1=CC=CC=C1)OC(=O)N1CCC(CC1)CO (N-benzyloxycarbonyl-4-hydroxymethylpiperidine), [Cr](=O)(=O)([O-])Cl.[NH+]1=CC=CC=C1 (pyridinium chlorochromate). The solvent is CCOCC (Et2O), C(Cl)Cl (CH2Cl2). Run at time 3 hour. The product is C(C1=CC=CC=C1)OC(=O)N1CCC(CC1)C=O (N-Benzyloxycarbonyl-4-formylpiperidine). The yield is 93.0%. Reaction SMILES: [CH2:1]([O:8][C:9]([N:11]1[CH2:16][CH2:15][CH:14]([CH2:17][OH:18])[CH2:13][CH2:12]1)=[O:10])[C:2]1[CH:7]=[CH:6][CH:5]=[CH:4][CH:3]=1.[Cr](Cl)([O-])(=O)=O.[NH+]1C=CC=CC=1>C(Cl)Cl.CCOCC>[CH2:1]([O:8][C:9]([N:11]1[CH2:16][CH2:15][CH:14]([CH:17]=[O:18])[CH2:13][CH2:12]1)=[O:10])[C:2]1[CH:7]=[CH:6][CH:5]=[CH:4][CH:3]=1 |f:1.2|. Procedure details: An ice cold solution of N-benzyloxycarbonyl-4-hydroxymethylpiperidine (2.5 g, 10 mmol) in 100 mL CH2Cl2 is treated with pyridinium chlorochromate (3.23 g, 15 mmol). The reaction is stirred at ambient temperature for 3 hours. The mixture was diluted with 100 mL Et2O and filtered through a plug of silica. The filtrate was concentrated in vacuo to provide 2.3 g of the title compound as a pale green liquid. Reactants: BrC1=NC2=CC=CC=C2C(=C1)[N+](=O)[O-] (2-Bromo-4-nitroquinoline), CC1(OB(OC1(C)C)C1=CC=C(N)C=C1)C (4-(4,4,5,5-tetramethyl-1,3,2-dioxaborolan-2-yl)aniline). Product: [N+](=O)([O-])C1=CC(=NC2=CC=CC=C12)C1=CC=C(N)C=C1 (4-(4-Nitroquinolin-2-yl)aniline), solid. Yield: 58.0%. RXN SMILES: Br[C:2]1[CH:11]=[C:10]([N+:12]([O-:14])=[O:13])[C:9]2[C:4](=[CH:5][CH:6]=[CH:7][CH:8]=2)[N:3]=1.CC1(C)C(C)(C)OB([C:23]2[CH:29]=[CH:28][C:26]([NH2:27])=[CH:25][CH:24]=2)O1>>[N+:12]([C:10]1[C:9]2[C:4](=[CH:5][CH:6]=[CH:7][CH:8]=2)[N:3]=[C:2]([C:23]2[CH:29]=[CH:28][C:26]([NH2:27])=[CH:25][CH:24]=2)[CH:11]=1)([O-:14])=[O:13]. Reported procedure: 4-(4-Nitroquinolin-2-yl)aniline T492P was prepared by using general procedure A from 2-Bromo-4-nitroquinoline (50 mg, 0.2 mmol) and 4-(4,4,5,5-tetramethyl-1,3,2-dioxaborolan-2-yl)aniline (44 mg, 0.2 mmol). The product was obtained as a dark brown solid (31 mg, 58%). NMR (400 MHz, CDCl3): δ 8.36 (m, 1H), 8.32 (s, 1H), 8.20 (m, 1H), 8.06 (m, 2H), 7.80 (m, 1H), 7.65 (m, 1H), 6.81 (m, 2H), 3.99 (br s, 2H); MS (ESI): 266 (M+H+). Reactants: BrC=1C=C(C(=NC1)Cl)NS(=O)(=O)C1=CC=C(C=C1)OC (N-(5-Bromo-2-chloropyridin-3-yl)-4-methoxybenzenesulfonamide), B(Br)(Br)Br (boron tribromide). The solvent is ClCCl (dichloromethane). The product is BrC=1C=C(C(=NC1)Cl)NS(=O)(=O)C1=CC=C(C=C1)O (N-(5-Bromo-2-chloropyridin-3-yl)-4-hydroxybenzenesulfonamide). The yield is 41.8%. As a reaction SMILES: [Br:1][C:2]1[CH:3]=[C:4]([NH:9][S:10]([C:13]2[CH:18]=[CH:17][C:16]([O:19]C)=[CH:15][CH:14]=2)(=[O:12])=[O:11])[C:5]([Cl:8])=[N:6][CH:7]=1.B(Br)(Br)Br>ClCCl>[Br:1][C:2]1[CH:3]=[C:4]([NH:9][S:10]([C:13]2[CH:18]=[CH:17][C:16]([OH:19])=[CH:15][CH:14]=2)(=[O:12])=[O:11])[C:5]([Cl:8])=[N:6][CH:7]=1. Reported procedure: N-(5-Bromo-2-chloropyridin-3-yl)-4-methoxybenzenesulfonamide (1.49 g, 3.95 mmol) was treated with boron tribromide (1M in dichloromethane, 20 ml, 20 mmol) with dichloromethane (10 ml) as a solvent according to the method described in Example 23. The resulting crude was purified by flash chromatography using SP1® Purification System (0% to 30%, dichloromethane-ethyl acetate) to obtain 0.6 g (42% yield) of the title compound. Purity: 100% Starting materials: O=C([O-])[O-], CC(=O)OC(C)=O, CN(C)c1ccncc1, OCCCOCC1CCN(CC2CN(Cc3ccc(Cl)cc3Cl)CC2c2ccsc2)CC1, ClCCl, [Na+], [Na+], c1ccncc1. The product is CC(=O)OCCCOCC1CCN(CC2CN(Cc3ccc(Cl)cc3Cl)CC2c2ccsc2)CC1. Reaction SMILES: [C:46](=[O:47])([O-:48])[O-:49].[CH3:33][C:34](=[O:35])[O:36][C:37](=[O:38])[CH3:39].[CH3:52][N:53]([c:54]1[cH:55][cH:56][n:57][cH:58][cH:59]1)[CH3:60].[Cl:1][c:2]1[c:3]([CH2:4][N:5]2[CH2:6][CH:7]([CH2:15][N:16]3[CH2:17][CH2:18][CH:19]([CH2:22][O:23][CH2:24][CH2:25][CH2:26][OH:27])[CH2:20][CH2:21]3)[CH:8]([c:10]3[cH:11][s:12][cH:13][cH:14]3)[CH2:9]2)[cH:28][cH:29][c:30]([Cl:32])[cH:31]1.[Cl:61][CH2:62][Cl:63].[Na+:50].[Na+:51].[cH:40]1[cH:41][cH:42][n:43][cH:44][cH:45]1>>[Cl:1][c:2]1[c:3]([CH2:4][N:5]2[CH2:6][CH:7]([CH2:15][N:16]3[CH2:17][CH2:18][CH:19]([CH2:22][O:23][CH2:24][CH2:25][CH2:26][O:27][C:34]([CH3:33])=[O:35])[CH2:20][CH2:21]3)[CH:8]([c:10]3[cH:11][s:12][cH:13][cH:14]3)[CH2:9]2)[cH:28][cH:29][c:30]([Cl:32])[cH:31]1.